Dataset: the Open Reaction Database (ORD), a public repository of structured organic reaction records. Task: describe an organic reaction: reactants, conditions, products, and yield Starting materials: COc1ccc([N+](=O)[O-])nc1Br, CCOC(C)=O, [H][H], O, O=[Pt]=O. The product is COc1ccc(N)nc1Br. As a reaction SMILES: [Br:1][c:2]1[n:3][c:4]([N+:10]([O-:11])=[O:12])[cH:5][cH:6][c:7]1[O:8][CH3:9].[CH3:15][CH2:16][O:17][C:18](=[O:19])[CH3:20].[H:13][H:14].[OH2:21].[Pt:22](=[O:23])=[O:24]>>[Br:1][c:2]1[n:3][c:4]([NH2:10])[cH:5][cH:6][c:7]1[O:8][CH3:9]. The reactants are ClC=1C=C(N)C=CC1Cl (3,4-dichloroaniline), C(N)(OC)=O (methyl carbamate), ClC=1C=C(C=CC1Cl)NC(=O)NC1=CC(=C(C=C1)Cl)Cl (N,N'-bis-(3,4-dichlorophenyl)-urea), CO (methanol). The solvent is ClC1=CC=CC=C1 (chlorobenzene). Reaction conditions: time 6 hour. The product is COC(NC1=CC(=C(C=C1)Cl)Cl)=O (N-(3,4-dichlorophenyl)-carbamic acid-methyl ester). Reaction SMILES: [Cl:1][C:2]1[CH:3]=[C:4]([CH:6]=[CH:7][C:8]=1[Cl:9])[NH2:5].[C:10](=[O:14])([O:12][CH3:13])N.ClC1C=C(NC(NC2C=CC(Cl)=C(Cl)C=2)=O)C=CC=1Cl.CO>ClC1C=CC=CC=1>[CH3:13][O:12][C:10](=[O:14])[NH:5][C:4]1[CH:6]=[CH:7][C:8]([Cl:9])=[C:2]([Cl:1])[CH:3]=1. Reported procedure: 648 g of 3,4-dichloroaniline, 360 g methyl carbamate, 280 g N,N'-bis-(3,4-dichlorophenyl)-urea, 385 g methanol and 1600 g chlorobenzene were reacted in the apparatus described in Example 1 for 6.0 hours at 200° C. After the apparatus had cooled and the pressure had been reduced, the reaction mixture was removed, filtered and analyzed by high pressure liquid chromatography (HPLC). A yield of 990 g (80% of the theoretical yield) of N-(3,4-dichlorophenyl)-carbamic acid-methyl ester was obtained. Reactants: C([C@@H]1CO1)OC1=CC=CC=2OC(=CC21)C2=NN=C(O2)C ((S)-5-(4-glycidyloxybenzo(b)furan-2-yl)-2-methyl-1,3,4-oxadiazole), COC=1C=C(C=CC1OC)C1CCNCC1 (4-(3,4-dimethoxyphenyl)piperidine). Product: COC=1C=C(C=CC1OC)C1CCN(CC1)C[C@@H](COC1=CC=CC=2OC(=CC21)C=2OC(=NN2)C)O ((S)-1-(4-(3,4-dimethoxyphenyl)piperidino)-3-(2-(5-methyl-1,3,4-oxadiazol-2-yl)benzo(b)furan-4-yloxy)-2-propanol). The yield is 49.0%. Reaction SMILES: [CH2:1]([O:5][C:6]1[C:14]2[CH:13]=[C:12]([C:15]3[O:19][C:18]([CH3:20])=[N:17][N:16]=3)[O:11][C:10]=2[CH:9]=[CH:8][CH:7]=1)[C@H:2]1[O:4][CH2:3]1.[CH3:21][O:22][C:23]1[CH:24]=[C:25]([CH:31]2[CH2:36][CH2:35][NH:34][CH2:33][CH2:32]2)[CH:26]=[CH:27][C:28]=1[O:29][CH3:30]>>[CH3:21][O:22][C:23]1[CH:24]=[C:25]([CH:31]2[CH2:32][CH2:33][N:34]([CH2:3][C@H:2]([OH:4])[CH2:1][O:5][C:6]3[C:14]4[CH:13]=[C:12]([C:15]5[O:19][C:18]([CH3:20])=[N:17][N:16]=5)[O:11][C:10]=4[CH:9]=[CH:8][CH:7]=3)[CH2:35][CH2:36]2)[CH:26]=[CH:27][C:28]=1[O:29][CH3:30]. Procedure: By the reactions in the same manner as in Example 1 using (S)-5-(4-glycidyloxybenzo(b)furan-2-yl)-2-methyl-1,3,4-oxadiazole (0.90 g) and 4-(3,4-dimethoxyphenyl)piperidine (0.90 g); the title compound (0.80 g) was obtained as a brown oil.